From a dataset of the Open Reaction Database (ORD), a public repository of structured organic reaction records. describe an organic reaction: reactants, conditions, products, and yield The reactants are CO, ClC(Cl)Cl, [O-][I+3]([O-])([O-])[O-], [Na+], O, CCCCCC(O)CCC1SCC(=O)N1CCCCCCC(=O)O. The product is CCCCCC(O)CCC1N(CCCCCCC(=O)O)C(=O)CS1=O. RXN SMILES: [CH3:36][OH:37].[CH:31]([Cl:32])([Cl:33])[Cl:34].[I+3:1]([O-:2])([O-:3])([O-:4])[O-:5].[Na+:6].[OH2:35].[OH:7][CH:8]([CH2:9][CH2:10][CH:11]1[S:12][CH2:13][C:14](=[O:25])[N:15]1[CH2:16][CH2:17][CH2:18][CH2:19][CH2:20][CH2:21][C:22](=[O:23])[OH:24])[CH2:26][CH2:27][CH2:28][CH2:29][CH3:30]>>[O:2]=[S:12]1[CH:11]([CH2:10][CH2:9][CH:8]([OH:7])[CH2:26][CH2:27][CH2:28][CH2:29][CH3:30])[N:15]([CH2:16][CH2:17][CH2:18][CH2:19][CH2:20][CH2:21][C:22](=[O:23])[OH:24])[C:14](=[O:25])[CH2:13]1.